From a dataset of the Open Reaction Database (ORD), a public repository of structured organic reaction records. describe an organic reaction: reactants, conditions, products, and yield Reactants: [OH-].[Na+] (sodium hydroxide), COC(CCNC(C1=CC=C(C=C1)C(CCCC(F)(F)F)OC1=C(C=C(C=C1C(C)(C)C)C(C)(C)C)C(C)(C)C)=O)=O (Racemic 3-{4-[1-(2,4,6-tri-t-butyl-phenoxy)-5,5,5-trifluoro-pentyl]-benzoylamino}-propionic acid methyl ester), Cl (hydrochloric acid). The solvent is C(C)OCC (diethyl ether), O (water), O1CCCC1 (tetrahydrofuran). Product: C(C)(C)(C)C1=C(OC(CCCC(F)(F)F)C2=CC=C(C(=O)NCCC(=O)O)C=C2)C(=CC(=C1)C(C)(C)C)C(C)(C)C (Racemic 3-{4-[1-(2,4,6-tri-t-butyl-phenoxy)-5,5,5-trifluoro-pentyl]-benzoylamino}-propionic acid). RXN SMILES: C[O:2][C:3](=[O:42])[CH2:4][CH2:5][NH:6][C:7](=[O:41])[C:8]1[CH:13]=[CH:12][C:11]([CH:14]([O:22][C:23]2[C:28]([C:29]([CH3:32])([CH3:31])[CH3:30])=[CH:27][C:26]([C:33]([CH3:36])([CH3:35])[CH3:34])=[CH:25][C:24]=2[C:37]([CH3:40])([CH3:39])[CH3:38])[CH2:15][CH2:16][CH2:17][C:18]([F:21])([F:20])[F:19])=[CH:10][CH:9]=1.[OH-].[Na+].Cl>O1CCCC1.C(OCC)C.O>[C:29]([C:28]1[CH:27]=[C:26]([C:33]([CH3:36])([CH3:35])[CH3:34])[CH:25]=[C:24]([C:37]([CH3:40])([CH3:39])[CH3:38])[C:23]=1[O:22][CH:14]([C:11]1[CH:12]=[CH:13][C:8]([C:7]([NH:6][CH2:5][CH2:4][C:3]([OH:42])=[O:2])=[O:41])=[CH:9][CH:10]=1)[CH2:15][CH2:16][CH2:17][C:18]([F:21])([F:19])[F:20])([CH3:31])([CH3:32])[CH3:30] |f:1.2|. Reported procedure: Racemic 3-{4-[1-(2,4,6-tri-t-butyl-phenoxy)-5,5,5-trifluoro-pentyl]-benzoylamino}-propionic acid methyl ester (0.333 g, 0.500 mmol) is dissolved in tetrahydrofuran (3.0 mL) and sodium hydroxide (3.0 mL, 5N) is added. The reaction is monitored by HPLC, and upon complete conversion, the reaction is neutralized with hydrochloric acid (3.0 mL, 5N) and diluted with diethyl ether and water. The two phases are separated, and the organic layer is washed, dried, and concentrated. The title compound is us... Reactants: C1(=CC=CC=C1)COC(C1=CC(=CC(=C1)OCCCCCCCCCCCCCCCCCC)O)=O (3-hydroxy-5-(octadecyloxy) benzoic acid phenylmethyl ester), BrCCCCCCC1=C(C(=CC=C1)OCC1=CC=CC=C1)OCC1=CC=CC=C1 (1-(6-bromo-hexyl)-2,3-bis(phenylmethoxy)benzene), [I-].[K+] (potassium iodide), C([O-])([O-])=O.[K+].[K+] (potassium carbonate). Solvent: CC(=O)C (acetone), CN(C)C=O (DMF). Product: C1(=CC=CC=C1)COC(C1=CC(=CC(=C1)OCCCCCCCCCCCCCCCCCC)OCCCCCCC1=C(C(=CC=C1)OCC1=CC=CC=C1)OCC1=CC=CC=C1)=O (3-[[6-[2,3-bis(phenylmethoxy)phenyl]hexyl]oxy]-5-(octadecyloxy)benzoic acid phenylmethyl ester). The yield is 76.7%. RXN SMILES: [C:1]1([CH2:7][O:8][C:9](=[O:36])[C:10]2[CH:15]=[C:14]([O:16][CH2:17][CH2:18][CH2:19][CH2:20][CH2:21][CH2:22][CH2:23][CH2:24][CH2:25][CH2:26][CH2:27][CH2:28][CH2:29][CH2:30][CH2:31][CH2:32][CH2:33][CH3:34])[CH:13]=[C:12]([OH:35])[CH:11]=2)[CH:6]=[CH:5][CH:4]=[CH:3][CH:2]=1.Br[CH2:38][CH2:39][CH2:40][CH2:41][CH2:42][CH2:43][C:44]1[CH:49]=[CH:48][CH:47]=[C:46]([O:50][CH2:51][C:52]2[CH:57]=[CH:56][CH:55]=[CH:54][CH:53]=2)[C:45]=1[O:58][CH2:59][C:60]1[CH:65]=[CH:64][CH:63]=[CH:62][CH:61]=1.[I-].[K+].C(=O)([O-])[O-].[K+].[K+]>CC(C)=O.CN(C=O)C>[C:1]1([CH2:7][O:8][C:9](=[O:36])[C:10]2[CH:15]=[C:14]([O:16][CH2:17][CH2:18][CH2:19][CH2:20][CH2:21][CH2:22][CH2:23][CH2:24][CH2:25][CH2:26][CH2:27][CH2:28][CH2:29][CH2:30][CH2:31][CH2:32][CH2:33][CH3:34])[CH:13]=[C:12]([O:35][CH2:38][CH2:39][CH2:40][CH2:41][CH2:42][CH2:43][C:44]3[CH:49]=[CH:48][CH:47]=[C:46]([O:50][CH2:51][C:52]4[CH:53]=[CH:54][CH:55]=[CH:56][CH:57]=4)[C:45]=3[O:58][CH2:59][C:60]3[CH:61]=[CH:62][CH:63]=[CH:64][CH:65]=3)[CH:11]=2)[CH:6]=[CH:5][CH:4]=[CH:3][CH:2]=1 |f:2.3,4.5.6|. Procedure: A mixture of 1.5 g (3 mmol) of 3-hydroxy-5-(octadecyloxy) benzoic acid phenylmethyl ester, 1.6 g (3.4 mmol) of 1-(6-bromo-hexyl)-2,3-bis(phenylmethoxy)benzene [M. Carson, R.-J. Han and R. A. LeMahieu, U.S. Pat. No. 5,025,036 (1991)], 0.45 g (3 mmol) of potassium iodide and 0.84 g (6 mmol) of potassium carbonate in 40 ml of acetone and 10 ml of DMF was stirred at reflux for 47 hours. The solvents were removed at reduced pressure and the residue was purified by HPLC using 5% ethyl acetate-hexane t... Starting materials: N1CCCC2=CC=CC=C12 (1,2,3,4-tetrahydroquinoline), C(C(=O)Cl)(=O)Cl (oxalyl chloride). Run in O1CCCC1 (tetrahydrofuran), O1CCCC1 (THF). Reaction conditions: time 3.5 hour. Product: C1(C(N2CCCC3=CC=CC1=C23)=O)=O (5,6-Dihydro-4H-pyrrolo[3,2,1-ij]quinoline-1,2-dione). Isolated yield 80.0%. Reaction SMILES: [NH:1]1[C:10]2[C:5](=[CH:6][CH:7]=[CH:8][CH:9]=2)[CH2:4][CH2:3][CH2:2]1.[C:11](Cl)(=[O:15])[C:12](Cl)=[O:13]>O1CCCC1>[C:11]1(=[O:15])[C:9]2=[C:10]3[C:5](=[CH:6][CH:7]=[CH:8]2)[CH2:4][CH2:3][CH2:2][N:1]3[C:12]1=[O:13]. Reported procedure: To a solution of 1,2,3,4-tetrahydroquinoline (18.5 g) in anhydrous tetrahydrofuran (THF; 150 ml) was added a solution of oxalyl chloride (22 ml) in anhydrous THF (100 ml) dropwise under reflux and reflux was continued for 3.5 hours. After cooling, the reaction mixture was concentrated under reduced pressure. To the resulting residue was added carbon disulfide (800 ml) and refluxed under stirring. To the refluxing mixture was added aluminum chloride (35 g) portionwise during 5 hours, further refl... Starting materials: C(C)(C)(C)OC(=O)N[C@H](C(C)C)C(=O)O (Nα -t-butoxycarbonyl-D-valine), C1(CCCCC1)N=C=NC1CCCCC1 (dicyclohexylcarbodiimide), C1=CC(=CC=C1[N+](=O)[O-])O (p-nitrophenol). Run in CN(C=O)C (dimethylformamide). Product: [N+](=O)([O-])C1=CC=C(C=C1)OC([C@H](NC(=O)OC(C)(C)C)C(C)C)=O (Nα -t-Butoxycarbonyl-D-valine p-nitrophenyl ester). RXN SMILES: [C:1]([O:5][C:6]([NH:8][C@@H:9]([C:13]([OH:15])=[O:14])[CH:10]([CH3:12])[CH3:11])=[O:7])([CH3:4])([CH3:3])[CH3:2].C1(N=C=NC2CCCCC2)CCCCC1.[CH:31]1[C:36]([N+:37]([O-:39])=[O:38])=[CH:35][CH:34]=[C:33](O)[CH:32]=1>CN(C)C=O>[N+:37]([C:36]1[CH:31]=[CH:32][C:33]([O:14][C:13](=[O:15])[C@@H:9]([CH:10]([CH3:11])[CH3:12])[NH:8][C:6]([O:5][C:1]([CH3:3])([CH3:2])[CH3:4])=[O:7])=[CH:34][CH:35]=1)([O-:39])=[O:38]. Procedure details: Nα -t-Butoxycarbonyl-D-valine p-nitrophenyl ester is prepared from 5 g., 24 mmol, of Nα -t-butoxycarbonyl-D-valine, 4.8 g., 24 mmol, of dicyclohexylcarbodiimide and 3.4 g., 24 mmol, of p-nitrophenol dissolved in 25 ml. of dimethylformamide and the solution let stand at room temperature overnight. The solids are separated by filtration and the filtrate evaporated to dryness under reduced pressure. The residual oil is purified by chromatography on silica gel in methanol-benzene (5:95); 5 g.; [α]D2... Starting materials: CC1(C(C1CC(Cl)(Cl)Cl)C(=O)OCC)C (Ethyl 2,2-dimethyl-3-(2,2,2-trichloroethyl)cyclopropanecarboxylate), [OH-].[K+] (caustic potash). Yields the product CC1(C(C1C=C(Cl)Cl)C(=O)O)C (2,2-dimethyl-3-(2,2-dichlorovinyl)-cyclopropanecarboxylic acid). As a reaction SMILES: [CH3:1][C:2]1([CH3:15])[CH:4]([CH2:5][C:6](Cl)([Cl:8])[Cl:7])[CH:3]1[C:10]([O:12]CC)=[O:11].[OH-].[K+]>>[CH3:1][C:2]1([CH3:15])[CH:4]([CH:5]=[C:6]([Cl:8])[Cl:7])[CH:3]1[C:10]([OH:12])=[O:11] |f:1.2|. Procedure: Ethyl 2,2-dimethyl-3-(2,2,2-trichloroethyl)cyclopropanecarboxylate was hydrolyzed with caustic potash to give 2,2-dimethyl-3-(2,2-dichlorovinyl)-cyclopropanecarboxylic acid, and was converted into the diastereomeric (+)-octyl ester, which was analyzed by gas chromatography. The results were: (+)-cis, 83.6%; (-)-cis, 3.9%; (+)-trans, 7.5%; (-)-trans, 5.0%. The e.e. was calculated to be 91% for the cis isomer and 20% for the trans isomer. The reactants are CCOC(C)=O, ClCCl, O=[N+]([O-])c1ccc2sc(CO)cc2c1, O=S(Cl)Cl, c1ccncc1. Yields the product O=[N+]([O-])c1ccc2sc(CCl)cc2c1. RXN SMILES: [CH3:25][CH2:26][O:27][C:28](=[O:29])[CH3:30].[Cl:31][CH2:32][Cl:33].[N+:5](=[O:6])([O-:7])[c:8]1[cH:9][c:10]2[c:11]([s:12][c:13]([CH2:15][OH:16])[cH:14]2)[cH:17][cH:18]1.[S:1]([Cl:2])([Cl:3])=[O:4].[cH:19]1[cH:20][cH:21][n:22][cH:23][cH:24]1>>[Cl:3][CH2:15][c:13]1[s:12][c:11]2[c:10]([cH:9][c:8]([N+:5](=[O:6])[O-:7])[cH:18][cH:17]2)[cH:14]1. The reactants are O (H2O), ClC=1C=CC(=C(OC2CN(C2)C(C(F)(F)F)=O)C1)OC(C)C1=CC=CC=C1 ((±)-1-[3-[5-Chloro-2-(1-phenyl-ethoxy)-phenoxy]-azetidin-1-yl]-2,2,2-trifluoro-ethanone), C(=O)([O-])[O-].[K+].[K+] (K2CO3). The solvent is C(Cl)Cl (CH2Cl2), CO (MeOH). Conditions: time 15 hour. Product: 1-7, N.CO (NH3 MeOH), ClC=1C=CC(=C(OC2CNC2)C1)OC(C)C1=CC=CC=C1 ((±)-3-[5-Chloro-2-(1-phenyl-ethoxy)-phenoxy]-azetidine). The yield is 68.0%. RXN SMILES: [Cl:1][C:2]1[CH:3]=[CH:4][C:5]([O:19][CH:20]([C:22]2[CH:27]=[CH:26][CH:25]=[CH:24][CH:23]=2)[CH3:21])=[C:6]([CH:18]=1)[O:7][CH:8]1[CH2:11][N:10](C(=O)C(F)(F)F)[CH2:9]1.C([O-])([O-])=O.[K+].[K+].O>CO.C(Cl)Cl>[NH3:10].[CH3:6][OH:7].[Cl:1][C:2]1[CH:3]=[CH:4][C:5]([O:19][CH:20]([C:22]2[CH:23]=[CH:24][CH:25]=[CH:26][CH:27]=2)[CH3:21])=[C:6]([CH:18]=1)[O:7][CH:8]1[CH2:11][NH:10][CH2:9]1 |f:1.2.3,7.8|. Procedure details: To the title compound of Step B in MeOH (4 mL) was added K2CO3 (0.10 g, 0.72 mmol). After 15 h, H2O was added and the mixture extracted with EtOAc (2×). The combined organics were dried and concentrated. Silica gel chromatography (1-7 2M NH3/MeOH in CH2Cl2) gave 0.75 g (68% yield) of the title compound. MS (ESI): mass calcd. for C17H18ClNO2, 303.10; m/z found, 304.1 [M+H]+. 1H NMR (CDCl3): 7.38-7.31 (m, 4H), 7.28-7.24 (m, 1H), 6.72 (dd, J=8.6, 2.4 Hz, 1H), 6.67 (d, J=8.6 Hz, 1H), 6.55 (d, J=2.4 ...